This data is from the Open Reaction Database (ORD), a public repository of structured organic reaction records. The task is: describe an organic reaction: reactants, conditions, products, and yield Reactants: FC1=C(C#N)C(=CC=C1)S(=O)(=O)N1CSCC1 (2-Fluoro-6-(thiazolidine-3-sulfonyl)-benzonitrile), I(=O)(=O)(=O)[O-].[Na+] (sodium periodate). Run in CO (methanol), O (water), O (water). Run at time 14 hour. The product is FC1=C(C#N)C(=CC=C1)S(=O)(=O)N1CS(CC1)=O (2-Fluoro-6-(1-oxo-1 lambda*4*-thiazolidine-3-sulfonyl)-benzonitrile). Yield: 70.0%. Reaction SMILES: [F:1][C:2]1[CH:9]=[CH:8][CH:7]=[C:6]([S:10]([N:13]2[CH2:17][CH2:16][S:15][CH2:14]2)(=[O:12])=[O:11])[C:3]=1[C:4]#[N:5].I([O-])(=O)(=O)=[O:19].[Na+]>CO.O>[F:1][C:2]1[CH:9]=[CH:8][CH:7]=[C:6]([S:10]([N:13]2[CH2:17][CH2:16][S:15](=[O:19])[CH2:14]2)(=[O:12])=[O:11])[C:3]=1[C:4]#[N:5] |f:1.2|. Procedure details: 54 mg of 2-Fluoro-6-(thiazolidine-3-sulfonyl)-benzonitrile in 10 ml of methanol and 1 ml of water are treated with 45 mg of sodium periodate, and the mixture is stirred for 14 hours at room temperature. The reaction mixture is poured into water, and the aqueous layer is extracted three times with ethyl acetate. The combined organic layers are dried over sodium sulfate, filtered and concentrated in vacuo. Purification by reverse phase HPLC affords 40 mg of 2-Fluoro-6-(1-oxo-1 lambda*4*-thiazolidi... The reactants are Nc1cc(Br)cnc1Cl, CS(=O)(=O)Cl, Cl, c1ccncc1. The product is CS(=O)(=O)Nc1cc(Br)cnc1Cl. As a reaction SMILES: [Br:1][c:2]1[cH:3][c:4]([NH2:9])[c:5]([Cl:8])[n:6][cH:7]1.[CH3:10][S:11]([Cl:12])(=[O:13])=[O:14].[ClH:15].[cH:16]1[cH:17][cH:18][n:19][cH:20][cH:21]1>>[Br:1][c:2]1[cH:3][c:4]([NH:9][S:11]([CH3:10])(=[O:13])=[O:14])[c:5]([Cl:8])[n:6][cH:7]1. The reactants are aqueous solution, [OH-].[Na+] (sodium hydroxide), CO (methanol), COC(CC1C(NC2=C(C(=N1)C1=CC(=CC=C1)CNC(=O)OC(C)(C)C)C=C(C=C2)Cl)=O)=O (5-(3-tert-butyloxycarbonylaminomethylphenyl)-7-chloro-2,3-dihydro-2-oxo-1H-1,4-benzodiazepine-3-acetic acid methyl ester). The solvent is O (water). Conditions: temperature 60 celsius, time 2 hour. Yields the product C(C)(C)(C)OC(=O)NCC=1C=C(C=CC1)C1=NC(C(NC2=C1C=C(C=C2)Cl)=O)CC(=O)O (5-(3-tert-butyloxycarbonylaminomethylphenyl)-7-chloro-2,3-dihydro-2-oxo-1H-1,4-benzodiazepine-3-acetic acid). The yield is 109.9%. RXN SMILES: [OH-].[Na+].CO.C[O:6][C:7](=[O:37])[CH2:8][CH:9]1[N:15]=[C:14]([C:16]2[CH:21]=[CH:20][CH:19]=[C:18]([CH2:22][NH:23][C:24]([O:26][C:27]([CH3:30])([CH3:29])[CH3:28])=[O:25])[CH:17]=2)[C:13]2[CH:31]=[C:32]([Cl:35])[CH:33]=[CH:34][C:12]=2[NH:11][C:10]1=[O:36]>O>[C:27]([O:26][C:24]([NH:23][CH2:22][C:18]1[CH:17]=[C:16]([C:14]2[C:13]3[CH:31]=[C:32]([Cl:35])[CH:33]=[CH:34][C:12]=3[NH:11][C:10](=[O:36])[CH:9]([CH2:8][C:7]([OH:37])=[O:6])[N:15]=2)[CH:21]=[CH:20][CH:19]=1)=[O:25])([CH3:30])([CH3:28])[CH3:29] |f:0.1|. Procedure: A 1N aqueous solution of sodium hydroxide (1.5 ml) was added to a methanol solution (6 m.) of 5-(3-tert-butyloxycarbonylaminomethylphenyl)-7-chloro-2,3-dihydro-2-oxo-1H-1,4-benzodiazepine-3-acetic acid methyl ester (0.6 g), the compound produced in Example 97-(1). The mixture was stirred for 2 hours at 60° C. The reaction mixture was diluted with water (50 ml), which was acidified, followed by extraction with ethyl acetate (50 ml) twice. The extracts were combined and washed with a saturated aqu...